This data is from the Open Reaction Database (ORD), a public repository of structured organic reaction records. The task is: describe an organic reaction: reactants, conditions, products, and yield The reactants are CC(CC(=O)c1ccc(C#N)cc1)C(=O)O, Cl, CCOC(=O)COC1CCNCC1. Yields the product CCOC(=O)COC1CCN(C(=O)C(C)CC(=O)c2ccc(C#N)cc2)CC1. RXN SMILES: [C:1](#[N:2])[c:3]1[cH:4][cH:5][c:6]([C:9]([CH2:10][CH:11]([C:12](=[O:13])[OH:14])[CH3:15])=[O:16])[cH:7][cH:8]1.[ClH:17].[NH:18]1[CH2:19][CH2:20][CH:21]([O:24][CH2:25][C:26](=[O:27])[O:28][CH2:29][CH3:30])[CH2:22][CH2:23]1>>[C:1](#[N:2])[c:3]1[cH:4][cH:5][c:6]([C:9]([CH2:10][CH:11]([C:12](=[O:14])[N:18]2[CH2:19][CH2:20][CH:21]([O:24][CH2:25][C:26](=[O:27])[O:28][CH2:29][CH3:30])[CH2:22][CH2:23]2)[CH3:15])=[O:16])[cH:7][cH:8]1. Reactants: C1C(CCC)O1 (1-pentene oxide), C(CCCCCCCCCCCN)N (1,12-dodecanediamine). The product is C(CCCCCCCCCCCNCC(CCC)O)NCC(CCC)O (N,N'-(1,12-dodecylene)-bis[2-hydroxypentylamine]). As a reaction SMILES: [CH2:1]1[O:6][CH:2]1[CH2:3][CH2:4][CH3:5].[CH2:7]([NH2:20])[CH2:8][CH2:9][CH2:10][CH2:11][CH2:12][CH2:13][CH2:14][CH2:15][CH2:16][CH2:17][CH2:18][NH2:19]>>[CH2:18]([NH:19][CH2:1][CH:2]([OH:6])[CH2:3][CH2:4][CH3:5])[CH2:17][CH2:16][CH2:15][CH2:14][CH2:13][CH2:12][CH2:11][CH2:10][CH2:9][CH2:8][CH2:7][NH:20][CH2:1][CH:2]([OH:6])[CH2:3][CH2:4][CH3:5]. Procedure: Condensation of 1-pentene oxide and 1,12-dodecanediamine affords N,N'-(1,12-dodecylene)-bis[2-hydroxypentylamine] (I: R = CH3 (CH2)2, R' = H, X = (CH2)12, Z = H). Starting materials: ClCC(CC(=O)NC1[C@@H]2N(C(=C(CS2)COC)C(=O)OCOC(C(C)(C)C)=O)C1=O)=O (pivaloyloxymethyl 7-(4-chloro-3-oxobutyrylamino)-3-methoxymethyl-3-cephem-4-carboxylate), N(=O)[O-].[Na+] (sodium nitrite). Run in C(C)(=O)O (acetic acid), C(C)(=O)OCC (ethyl acetate). Conditions: time 30 minute. Product: ClCC(C(C(=O)NC1[C@@H]2N(C(=C(CS2)COC)C(=O)OCOC(C(C)(C)C)=O)C1=O)=NO)=O (Pivaloyloxymethyl 7-(4-chloro-2-hydroxyimino-3-oxobutyrylamino)-3-methoxymethyl-3-cephem-4-carboxylate). Yield: 99.0%. As a reaction SMILES: [Cl:1][CH2:2][C:3](=[O:31])[CH2:4][C:5]([NH:7][CH:8]1[C:29](=[O:30])[N:10]2[C:11]([C:18]([O:20][CH2:21][O:22][C:23](=[O:28])[C:24]([CH3:27])([CH3:26])[CH3:25])=[O:19])=[C:12]([CH2:15][O:16][CH3:17])[CH2:13][S:14][C@H:9]12)=[O:6].[N:32]([O-])=[O:33].[Na+]>C(O)(=O)C.C(OCC)(=O)C>[Cl:1][CH2:2][C:3](=[O:31])[C:4](=[N:32][OH:33])[C:5]([NH:7][CH:8]1[C:29](=[O:30])[N:10]2[C:11]([C:18]([O:20][CH2:21][O:22][C:23](=[O:28])[C:24]([CH3:26])([CH3:27])[CH3:25])=[O:19])=[C:12]([CH2:15][O:16][CH3:17])[CH2:13][S:14][C@H:9]12)=[O:6] |f:1.2|. Procedure: 2.57 g of pivaloyloxymethyl 7-(4-chloro-3-oxobutyrylamino)-3-methoxymethyl-3-cephem-4-carboxylate were dissolved in 25 ml of acetic acid, and then 409 mg of sodium nitrite were added, little by little, at room temperature to the solution, after which the mixture was stirred for 30 minutes. The mixture was then diluted with 200 ml of ethyl acetate, washed three times with a saturated aqueous solution of sodium chloride, dried over anhydrous magnesium sulphate and then concentrated by evaporation ...